This data is from the Open Reaction Database (ORD), a public repository of structured organic reaction records. The task is: describe an organic reaction: reactants, conditions, products, and yield Starting materials: TEA, C1(CC1)C=1C2=C(N(N1)C1=NC=CC=C1)SC(=C2)C(=O)O (3-cyclopropyl-1-pyridin-2-yl-1H-thieno[2,3-c]pyrazole-5-carboxylic acid), Cl.N1N=NN=C1C=1C=C2C(CC3(CCNCC3)OC2=CC1)=O (6-(tetrazol-5-yl)spiro[chroman-2,4′-piperidin]-4-one hydrochloride), CCN=C=NCCCN(C)C (EDCI), C=1C=CC2=C(C1)N=NN2O (HOBT), Cl (HCl). Run in CN(C)C=O (DMF), O (water). Conditions: temperature 80 celsius, time 2 hour. Yields the product C1(CC1)C=1C2=C(N(N1)C1=NC=CC=C1)SC(=C2)C(=O)N2CCC1(CC2)OC2=CC=C(C=C2C(C1)=O)C1=NN=NN1 (1′-[(3-Cyclopropyl-1-pyridin-2-yl-1H-thieno[2,3-c]pyrazol-5-yl)carbonyl]-6-(tetrazol-5-yl)spiro[chroman-2,4′-piperidin]-4-one). As a reaction SMILES: [CH:1]1([C:4]2[C:5]3[CH:17]=[C:16]([C:18](O)=[O:19])[S:15][C:6]=3[N:7]([C:9]3[CH:14]=[CH:13][CH:12]=[CH:11][N:10]=3)[N:8]=2)[CH2:3][CH2:2]1.Cl.[NH:22]1[C:26]([C:27]2[CH:28]=[C:29]3[C:39](=[CH:40][CH:41]=2)[O:38][C:32]2([CH2:37][CH2:36][NH:35][CH2:34][CH2:33]2)[CH2:31][C:30]3=[O:42])=[N:25][N:24]=[N:23]1.CCN=C=NCCCN(C)C.C1C=CC2N(O)N=NC=2C=1.Cl>O.CN(C=O)C>[CH:1]1([C:4]2[C:5]3[CH:17]=[C:16]([C:18]([N:35]4[CH2:36][CH2:37][C:32]5([CH2:31][C:30](=[O:42])[C:29]6[C:39](=[CH:40][CH:41]=[C:27]([C:26]7[NH:25][N:24]=[N:23][N:22]=7)[CH:28]=6)[O:38]5)[CH2:33][CH2:34]4)=[O:19])[S:15][C:6]=3[N:7]([C:9]3[CH:14]=[CH:13][CH:12]=[CH:11][N:10]=3)[N:8]=2)[CH2:2][CH2:3]1 |f:1.2|. Reported procedure: DMF (5 mL) and TEA (0.2 mL) were added to 3-cyclopropyl-1-pyridin-2-yl-1H-thieno[2,3-c]pyrazole-5-carboxylic acid (143 mg), 6-(tetrazol-5-yl)spiro[chroman-2,4′-piperidin]-4-one hydrochloride (177 mg), EDCI (119 mg) and HOBT (90 mg), heated at 80° C. and stirred for 2 hours. This was cooled to room temperature, iced water was added to it, and its pH was adjusted at 2.5 with 1 N HCl added thereto. The formed crystal was taken out through filtration, washed with water, washed with Et2O and dried in... Reactants: S(O)(O)(=O)=O (sulfuric acid), Cl.C(C1=CC=CC=C1)N1CCC(CC1)(O)C#N (1-benzyl-4-cyano-4-hydroxypiperidine hydrochloride), C(C)O (ethanol), C(O)([O-])=O.[Na+] (sodium hydrogencarbonate), ice water. Conditions: temperature 130 celsius. Product: C(C1=CC=CC=C1)N1CCC(CC1)(O)C(=O)OCC (1-Benzyl-4-ethoxycarbonyl-4-hydroxypiperidine). Reaction SMILES: S(=O)(=O)(O)O.Cl.[CH2:7]([N:14]1[CH2:19][CH2:18][C:17]([C:21]#N)([OH:20])[CH2:16][CH2:15]1)[C:8]1[CH:13]=[CH:12][CH:11]=[CH:10][CH:9]=1.C(=O)([O-])[OH:24].[Na+].[CH2:28]([OH:30])[CH3:29]>>[CH2:7]([N:14]1[CH2:19][CH2:18][C:17]([C:21]([O:30][CH2:28][CH3:29])=[O:24])([OH:20])[CH2:16][CH2:15]1)[C:8]1[CH:13]=[CH:12][CH:11]=[CH:10][CH:9]=1 |f:1.2,3.4|. Procedure: Conc. sulfuric acid (12 ml) was added to an ethanol solution (50 ml) of 1-benzyl-4-cyano-4-hydroxypiperidine hydrochloride (10 g) and the resulting mixture was heated at 130° C. for 24 hours in a sealed tube. After concentration of the reaction mixture, ice water was added to the concentrate. The resulting mixture was added with an aqueous solution of sodium hydrogencarbonate. After adjusting the thus-obtained solution to pH 7.0, it was extracted with diethyl ether. The extract was washed with b... Starting materials: [K] (potassium), CO (methanol), CPC1=CC=CC=C1 (methylphenylphosphine), [K] (potassium), FC1=C(C=CC=C1)C(N)C(=O)[O-].[Na+] (sodium 2-(2-fluorophenyl)glycinate). Run in COCCOC (1,2-dimethoxyethane). Run at temperature 80 celsius. Yields the product CC1=C(C=CC=C1)PC(N)(C(=O)O)C1=CC=CC=C1 (2-(methylphenyl)phosphino-α-phenylglycine). Reaction SMILES: C[PH:2][C:3]1[CH:8]=[CH:7][CH:6]=[CH:5][CH:4]=1.[K].F[C:11]1[CH:16]=[CH:15][CH:14]=[CH:13][C:12]=1[CH:17]([C:19]([O-:21])=[O:20])[NH2:18].[Na+].[CH3:23]O>COCCOC>[CH3:23][C:4]1[CH:5]=[CH:6][CH:7]=[CH:8][C:3]=1[PH:2][C:17]([C:12]1[CH:13]=[CH:14][CH:15]=[CH:16][CH:11]=1)([C:19]([OH:21])=[O:20])[NH2:18] |f:2.3,^1:8|. Procedure: A solution of 2.11 g (17.0 mmol) of methylphenylphosphine in 20 ml of 1,2-dimethoxyethane was admixed with 0.67 g (17.0 mmol) of potassium metal. After the metallation reaction was complete, 3.0 g (15.7 mmol) of sodium 2-(2-fluorophenyl)glycinate were added and the reaction mixture was heated at 80° C. for 0.5 hour. Subsequently, excess potassium phenylmethylphosphide was hydrolyzed by addition of 10 ml of methanol and the volatile constituents were taken off from the reaction mixture under redu...